This data is from the Open Reaction Database (ORD), a public repository of structured organic reaction records. The task is: describe an organic reaction: reactants, conditions, products, and yield The reactants are solution, BrCC1=C(C=CC=C1)F (1-bromomethyl-2-fluoro-benzene), COC=1C=C(C=O)C=CC1O (3-methoxy-4-hydroxy-benzaldehyde), C(=O)([O-])[O-].[K+].[K+] (K2CO3). The solvent is CN(C)C=O (DMF), CN(C)C=O (DMF). Yields the product FC1=C(COC2=C(C=C(C=O)C=C2)OC)C=CC=C1 (4-(2-Fluoro-benzyloxy)-3-methoxy-benzaldehyde). The yield is 99.5%. As a reaction SMILES: Br[CH2:2][C:3]1[CH:8]=[CH:7][CH:6]=[CH:5][C:4]=1[F:9].[CH3:10][O:11][C:12]1[CH:13]=[C:14]([CH:17]=[CH:18][C:19]=1[OH:20])[CH:15]=[O:16].C([O-])([O-])=O.[K+].[K+]>CN(C=O)C>[F:9][C:4]1[CH:5]=[CH:6][CH:7]=[CH:8][C:3]=1[CH2:2][O:20][C:19]1[CH:18]=[CH:17][C:14]([CH:15]=[O:16])=[CH:13][C:12]=1[O:11][CH3:10] |f:2.3.4|. Procedure details: 0.5M solution of 1-bromomethyl-2-fluoro-benzene (1.5 mg, 8 mmol) in DMF was added dropwise to a suspension of 3-methoxy-4-hydroxy-benzaldehyde (1.1 g, 7.3 mmol), K2CO3 (1.51 g, 11 mmol) and KI (120 mg, 7.3 mmol) in DMF (100 ml). The reaction mixture was treated as described in Example 4. The residue was purified on silica gel, obtaining 1.89 g (quantitative yield) of the title compound, yield 100%. The reactants are C(C=C)OC1=CC=C2C=CC(=CC2=C1)C(=O)OCC (Ethyl 7-allyloxynaphthalene-2-carboxylate), C(C)N(C1=CC=CC=C1)CC (N,N-diethylaniline), Cl (hydrochloric acid). The product is C(C=C)C=1C(=CC=C2C=CC(=CC12)C(=O)OCC)O (ethyl 8-allyl-7-hydroxynaphthalene-2-carboxylate). RXN SMILES: C([O:4][C:5]1[CH:14]=[C:13]2[C:8]([CH:9]=[CH:10][C:11]([C:15]([O:17][CH2:18][CH3:19])=[O:16])=[CH:12]2)=[CH:7][CH:6]=1)C=C.C(N(CC)[C:23]1[CH:28]=CC=C[CH:24]=1)C.Cl>>[CH2:28]([C:14]1[C:5]([OH:4])=[CH:6][CH:7]=[C:8]2[C:13]=1[CH:12]=[C:11]([C:15]([O:17][CH2:18][CH3:19])=[O:16])[CH:10]=[CH:9]2)[CH:23]=[CH2:24]. Procedure details: Ethyl 7-allyloxynaphthalene-2-carboxylate (6.2 g) was heated in refluxing N,N-diethylaniline for 2 hours. The solution was cooled, treated with dilute hydrochloric acid and extracted with ethyl acetate, which was then washed with dilute hydrochloric acid, and water, dried and evaporated to a solid. Crystallisation from benzene/petroleum ether (b.p. 40-60) afforded ethyl 8-allyl-7-hydroxynaphthalene-2-carboxylate (4.5 g); m.p. 115°-116°. Starting materials: C(C(=O)O)(=O)O.C(CCC)OC(CC=1C(=NNC1C1=CC=CC=C1)N)=O (3-amino-5-phenyl-1H-pyrazole-4-acetic acid butyl ester ethanedioate), CC(CC(C)=O)=O (pentane-2,4-dione), Cl (hydrochloric acid). The solvent is 200, C(C)O (ethanol). Run at time 17 hour. The product is C(C)OC(CC=1C(=NN2C1N=C(C=C2C)C)C2=CC=CC=C2)=O (5.7-Dimethyl-2-phenylpyrazolo[1.5-a]pyrimidine-3-acetic acid ethyl ester). RXN SMILES: C(O)(=O)C(O)=O.[CH2:7]([O:11][C:12](=[O:26])[CH2:13][C:14]1[C:15]([NH2:25])=[N:16][NH:17][C:18]=1[C:19]1[CH:24]=[CH:23][CH:22]=[CH:21][CH:20]=1)[CH2:8]CC.[CH3:27][C:28](=O)[CH2:29][C:30](=O)[CH3:31].Cl>C(O)C>[CH2:7]([O:11][C:12](=[O:26])[CH2:13][C:14]1[C:18]([C:19]2[CH:20]=[CH:21][CH:22]=[CH:23][CH:24]=2)=[N:17][N:16]2[C:30]([CH3:31])=[CH:29][C:28]([CH3:27])=[N:25][C:15]=12)[CH3:8] |f:0.1|. Procedure: A mixture of 20.0 g (0.055 mole) of 3-amino-5-phenyl-1H-pyrazole-4-acetic acid butyl ester ethanedioate and 5.51 g (0.055 mole) of pentane-2,4-dione in 150 ml of 200 ethanol was treated with 10 ml of concentrated hydrochloric acid and stirred at room temperature for 17 hours. Reactants: C(C)N(CC)S(F)(F)F (Diethylaminosulfur trifluoride), C1(CC1)N(C(C1=CC=C(C=C1)C1=CN=CO1)=O)C1CCN(CC1)CC(C)(C)O (N-cyclopropyl-N-[1-(2-hydroxy-2-methyl-propyl)-piperidin-4-yl]-4-oxazol-5-yl-benzamide), C(=O)(O)[O-].[Na+] (NaHCO3). Solvent: ClCCl (dichloromethane). Run at time 2 hour. The product is C1(CC1)N(C(C1=CC=C(C=C1)C1=CN=CO1)=O)C1CCN(CC1)CC(C)(C)F (N-Cyclopropyl-N-[1-(2-fluoro-2-methyl-propyl)-piperidin-4-yl]-4-oxazol-5-yl-benzamide). As a reaction SMILES: C(N(S(F)(F)[F:7])CC)C.[CH:10]1([N:13]([CH:27]2[CH2:32][CH2:31][N:30]([CH2:33][C:34](O)([CH3:36])[CH3:35])[CH2:29][CH2:28]2)[C:14](=[O:26])[C:15]2[CH:20]=[CH:19][C:18]([C:21]3[O:25][CH:24]=[N:23][CH:22]=3)=[CH:17][CH:16]=2)[CH2:12][CH2:11]1.C([O-])(O)=O.[Na+]>ClCCl>[CH:10]1([N:13]([CH:27]2[CH2:32][CH2:31][N:30]([CH2:33][C:34]([F:7])([CH3:36])[CH3:35])[CH2:29][CH2:28]2)[C:14](=[O:26])[C:15]2[CH:20]=[CH:19][C:18]([C:21]3[O:25][CH:24]=[N:23][CH:22]=3)=[CH:17][CH:16]=2)[CH2:12][CH2:11]1 |f:2.3|. Reported procedure: Diethylaminosulfur trifluoride (57 μL) is added drop wise to N-cyclopropyl-N-[1-(2-hydroxy-2-methyl-propyl)-piperidin-4-yl]-4-oxazol-5-yl-benzamide (83 mg) in dry dichloromethane (12 mL) at −78° C. and the reaction mixture is stirred at this temperature for 2 h. The mixture is poured on aqueous NaHCO3 solution (15 mL) and the aqueous phase is extracted with dichloromethane. The combined extracts are washed with brine, dried over MgSO4 and concentrated in vacuo. The solid residue is triturated wi... The reactants are CCOCCOc1ccc(OB([O-])[O-])cc1, COC(=O)C1=Cc2cc(Br)ccc2N(C=O)CC1, O=C([O-])[O-], Cc1ccccc1, CCO, [K+], [K+], c1ccc(P(c2ccccc2)(c2ccccc2)[Pd](P(c2ccccc2)(c2ccccc2)c2ccccc2)(P(c2ccccc2)(c2ccccc2)c2ccccc2)P(c2ccccc2)(c2ccccc2)c2ccccc2)cc1. Product: CCOCCOc1ccc(-c2ccc3c(c2)C=C(C(=O)OC)CCN3C=O)cc1. Reaction SMILES: [B:19]([O-:20])([O-:33])[O:34][c:21]1[cH:22][cH:23][c:24]([O:27][CH2:28][CH2:29][O:30][CH2:31][CH3:32])[cH:25][cH:26]1.[Br:1][c:2]1[cH:3][cH:4][c:5]2[c:6]([cH:18]1)[CH:7]=[C:8]([C:14](=[O:15])[O:16][CH3:17])[CH2:9][CH2:10][N:11]2[CH:12]=[O:13].[C:35](=[O:36])([O-:37])[O-:38].[CH3:121][c:122]1[cH:123][cH:124][cH:125][cH:126][cH:127]1.[CH3:41][CH2:42][OH:43].[K+:39].[K+:40].[cH:44]1[cH:45][cH:46][c:47]([P:48]([Pd:49]([P:50]([c:51]2[cH:52][cH:53][cH:54][cH:55][cH:56]2)([c:57]2[cH:58][cH:59][cH:60][cH:61][cH:62]2)[c:63]2[cH:64][cH:65][cH:66][cH:67][cH:68]2)([P:69]([c:70]2[cH:71][cH:72][cH:73][cH:74][cH:75]2)([c:76]2[cH:77][cH:78][cH:79][cH:80][cH:81]2)[c:82]2[cH:83][cH:84][cH:85][cH:86][cH:87]2)[P:88]([c:89]2[cH:90][cH:91][cH:92][cH:93][cH:94]2)([c:95]2[cH:96][cH:97][cH:98][cH:99][cH:100]2)[c:101]2[cH:102][cH:103][cH:104][cH:105][cH:106]2)([c:107]2[cH:108][cH:109][cH:110][cH:111][cH:112]2)[c:113]2[cH:114][cH:115][cH:116][cH:117][cH:118]2)[cH:119][cH:120]1>>[c:2]1(-[c:21]2[cH:22][cH:23][c:24]([O:27][CH2:28][CH2:29][O:30][CH2:31][CH3:32])[cH:25][cH:26]2)[cH:3][cH:4][c:5]2[c:6]([cH:18]1)[CH:7]=[C:8]([C:14](=[O:15])[O:16][CH3:17])[CH2:9][CH2:10][N:11]2[CH:12]=[O:13]. Starting materials: NC1=C(C#N)C(=CC=C1)Cl (2-amino-6-chlorobenzonitrile), S(N)(=O)(=O)Cl (sulfamoyl chloride). The product is C(#N)C1=C(C=CC=C1Cl)NS(=O)(=O)N (N-(2-Cyano-3-chlorophenyl)sulfamide). RXN SMILES: [NH2:1][C:2]1[CH:9]=[CH:8][CH:7]=[C:6]([Cl:10])[C:3]=1[C:4]#[N:5].[S:11](Cl)(=[O:14])(=[O:13])[NH2:12]>>[C:4]([C:3]1[C:6]([Cl:10])=[CH:7][CH:8]=[CH:9][C:2]=1[NH:1][S:11]([NH2:12])(=[O:14])=[O:13])#[N:5]. Procedure: Prepared as in Example 77a from 2-amino-6-chlorobenzonitrile and sulfamoyl chloride. Reactants: Brc1cccc(Br)n1, CCCCO, CCOC(C)=O, COc1ccc(CN)cc1. Yields the product COc1ccc(CNc2cccc(Br)n2)cc1. As a reaction SMILES: [Br:1][c:2]1[n:3][c:4]([Br:8])[cH:5][cH:6][cH:7]1.[CH2:19]([OH:20])[CH2:21][CH2:22][CH3:23].[CH3:24][CH2:25][O:26][C:27]([CH3:28])=[O:29].[CH3:9][O:10][c:11]1[cH:12][cH:13][c:14]([CH2:15][NH2:16])[cH:17][cH:18]1>>[c:2]1([NH:16][CH2:15][c:14]2[cH:13][cH:12][c:11]([O:10][CH3:9])[cH:18][cH:17]2)[n:3][c:4]([Br:8])[cH:5][cH:6][cH:7]1.